From a dataset of the Open Reaction Database (ORD), a public repository of structured organic reaction records. describe an organic reaction: reactants, conditions, products, and yield Starting materials: C1(=CC=CC=C1)C(N1NC(C1)=O)C1=CC=CC=C1 (1-(diphenylmethyl)-1,2-diazetidin-3-one), C1(=CC=C(C=C1)S(=O)(=O)N=C=O)C (p-toluenesulfonylisocyanate). Solvent: C(Cl)Cl (methylene chloride), C(Cl)Cl (methylene chloride). Conditions: time 48 hour. The product is C1(=CC=CC=C1)C(N1N(C(C1)=O)C(=O)NS(=O)(=O)C1=CC=C(C=C1)C)C1=CC=CC=C1 (1-(Diphenylmethyl)-N-[(4-methylphenyl)sulfonyl]-3-oxo-1,2-diazetidine-2-carboxamide). Isolated yield 53.0%. RXN SMILES: [C:1]1([CH:7]([C:13]2[CH:18]=[CH:17][CH:16]=[CH:15][CH:14]=2)[N:8]2[CH2:11][C:10](=[O:12])[NH:9]2)[CH:6]=[CH:5][CH:4]=[CH:3][CH:2]=1.[C:19]1([CH3:31])[CH:24]=[CH:23][C:22]([S:25]([N:28]=[C:29]=[O:30])(=[O:27])=[O:26])=[CH:21][CH:20]=1>C(Cl)Cl>[C:13]1([CH:7]([C:1]2[CH:2]=[CH:3][CH:4]=[CH:5][CH:6]=2)[N:8]2[CH2:11][C:10](=[O:12])[N:9]2[C:29]([NH:28][S:25]([C:22]2[CH:23]=[CH:24][C:19]([CH3:31])=[CH:20][CH:21]=2)(=[O:27])=[O:26])=[O:30])[CH:14]=[CH:15][CH:16]=[CH:17][CH:18]=1. Reported procedure: To a solution of 1 g of 1-(diphenylmethyl)-1,2-diazetidin-3-one (prepared according to Example 1A.) in 20 mL of methylene chloride, at ambient temperature and under a nitrogen atmosphere, there is added in one portion a solution of one equivalent of p-toluenesulfonylisocyanate in methylene chloride. The reaction mixture is stirred at ambient temperature for 24-72 hours. The solvent is removed under reduced pressure followed by trituration of the residue with ethyl ether to yield 970 mg (53%) of ... Reactants: [K].C(C)(C)C1=CC=C(C=C1)S(=O)(=O)NC(C(OC1=C(C=C(C=C1)C(=O)OC)CCC)C1=CC2=C(C=C1)OCO2)=O (N-(4-iso-propylbenzenesulfonyl)-α-(4-carbomethoxy-2-n-propylphenoxy)-3,4-methylenedioxyphenylacetamide potassium salt), [OH-].[K+] (KOH), C(Cl)Cl.CO.[NH4+].[OH-] (CH2Cl2 MeOH NH4OH), ester. The solvent is CO (methanol), O (water). Reaction conditions: temperature 60 celsius. Yields the product C(C)(C)C1=CC=C(C=C1)S(=O)(=O)NC(C(OC1=C(C=C(C=C1)C(=O)O)CCC)C1=CC2=C(C=C1)OCO2)=O (N-(4-iso-propylbenzenesulfonyl)-α-(4-carboxy-2-n-propylphenoxy)-3,4-methylenedioxyphenylacetamide). Isolated yield 91.3%. RXN SMILES: [K].[CH:2]([C:5]1[CH:10]=[CH:9][C:8]([S:11]([NH:14][C:15](=[O:40])[CH:16]([C:31]2[CH:36]=[CH:35][C:34]3[O:37][CH2:38][O:39][C:33]=3[CH:32]=2)[O:17][C:18]2[CH:23]=[CH:22][C:21]([C:24]([O:26]C)=[O:25])=[CH:20][C:19]=2[CH2:28][CH2:29][CH3:30])(=[O:13])=[O:12])=[CH:7][CH:6]=1)([CH3:4])[CH3:3].[OH-].[K+].C(Cl)Cl.CO.[NH4+].[OH-]>CO.O>[CH:2]([C:5]1[CH:6]=[CH:7][C:8]([S:11]([NH:14][C:15](=[O:40])[CH:16]([C:31]2[CH:36]=[CH:35][C:34]3[O:37][CH2:38][O:39][C:33]=3[CH:32]=2)[O:17][C:18]2[CH:23]=[CH:22][C:21]([C:24]([OH:26])=[O:25])=[CH:20][C:19]=2[CH2:28][CH2:29][CH3:30])(=[O:12])=[O:13])=[CH:9][CH:10]=1)([CH3:3])[CH3:4] |f:0.1,2.3,4.5.6.7,^1:0|. Procedure: A mixture of 205 g (0.345 mol) of the product of Example 6, 425 mL of 1.0N KOH in methanol and 500 mL of water was stirred at 60° C. under a nitrogen atmosphere. After 1.75 hours TLC analysis (90:10:1 CH2Cl2 -MeOH-NH4OH) indicated that ester hydrolysis was complete. The reaction mixture was cooled slightly, then concentrated on a rotary evaporator. The concentrate was acidified with 400 mL of 2N HCl and extracted first with 6 L of ether-EtOAc-CH2Cl2 4:1:1, then with 3 L of 1:2 EtOAc-CH2Cl2. The ... Reactants: O=C1N(C(C2=CC=CC=C12)=O)CCN1C(C(=C(C2=NC=C(C=C12)CC1=CC=C(C=C1)F)O)C(=O)OCC)=O (ethyl 1-[2-(1,3-dioxo-1,3-dihydro-2H-isoindol-2-yl)ethyl]-7-[(4-fluorophenyl)methyl]-4-hydroxy-2-oxo-1,2-dihydro-1,5-naphthyridine-3-carboxylate), N1(CCOCC1)CCCN (3-(4-morpholinyl)-1-propanamine), NN (hydrazine). The solvent is CCO (EtOH), CCO (EtOH), O (water). Reaction conditions: time 8 hour. Yields the product NCCN1C(C(=C(C2=NC=C(C=C12)CC1=CC=C(C=C1)F)O)C(=O)NCCCN1CCOCC1)=O (1-(2-aminoethyl)-7-[(4-fluorophenyl)methyl]-4-hydroxy-N-[3-(4-morpholinyl)propyl]-2-oxo-1,2-dihydro-1,5-naphthyridine-3-carboxamide). RXN SMILES: O=C1C2C(=CC=CC=2)C(=O)[N:3]1[CH2:12][CH2:13][N:14]1[C:23]2[C:18](=[N:19][CH:20]=[C:21]([CH2:24][C:25]3[CH:30]=[CH:29][C:28]([F:31])=[CH:27][CH:26]=3)[CH:22]=2)[C:17]([OH:32])=[C:16]([C:33](OCC)=[O:34])[C:15]1=[O:38].[N:39]1([CH2:45][CH2:46][CH2:47][NH2:48])[CH2:44][CH2:43][O:42][CH2:41][CH2:40]1.NN>CCO.O>[NH2:3][CH2:12][CH2:13][N:14]1[C:23]2[C:18](=[N:19][CH:20]=[C:21]([CH2:24][C:25]3[CH:30]=[CH:29][C:28]([F:31])=[CH:27][CH:26]=3)[CH:22]=2)[C:17]([OH:32])=[C:16]([C:33]([NH:48][CH2:47][CH2:46][CH2:45][N:39]2[CH2:44][CH2:43][O:42][CH2:41][CH2:40]2)=[O:34])[C:15]1=[O:38]. Procedure details: A solution of ethyl 1-[2-(1,3-dioxo-1,3-dihydro-2H-isoindol-2-yl)ethyl]-7-[(4-fluorophenyl)methyl]-4-hydroxy-2-oxo-1,2-dihydro-1,5-naphthyridine-3-carboxylate (0.252 g, 0.49 mmol) in EtOH (15 mL) under nitrogen was treated with 3-(4-morpholinyl)-1-propanamine (0.357 mL, 2.44 mmol) for 15 min. (150° C. in a microwave vessel. The reaction was transferred to a test tube, diluted with EtOH (30 mL), and treated with hydrazine (0.4 mL, 13 mmol)@50° C. overnight. After the reaction was cooled to ambien...